From a dataset of the Open Reaction Database (ORD), a public repository of structured organic reaction records. describe an organic reaction: reactants, conditions, products, and yield Starting materials: CCCCCC=CCC=CCC=CCC=CCCCC(=O)NC(Cc1ccc(OP(=O)(O)O)cc1)C(=O)O, CCC=CCC=CCC=CCC=CCC=CCCCC(=O)O. Product: CCC=CCC=CCC=CCC=CCC=CCCCC(=O)NC(Cc1ccc(OP(=O)(O)O)cc1)C(=O)O. As a reaction SMILES: [C:1]([CH2:2][CH2:3][CH2:4][CH:5]=[CH:6][CH2:7][CH:8]=[CH:9][CH2:10][CH:11]=[CH:12][CH2:13][CH:14]=[CH:15][CH2:16][CH2:17][CH2:18][CH2:19][CH3:20])(=[O:21])[NH:22][CH:23]([CH2:24][c:25]1[cH:26][cH:27][c:28]([O:31][P:32](=[O:33])([OH:34])[OH:35])[cH:29][cH:30]1)[C:36](=[O:37])[OH:38].[C:39]([OH:40])(=[O:41])[CH2:42][CH2:43][CH2:44][CH:45]=[CH:46][CH2:47][CH:48]=[CH:49][CH2:50][CH:51]=[CH:52][CH2:53][CH:54]=[CH:55][CH2:56][CH:57]=[CH:58][CH2:59][CH3:60]>>[C:1]([CH2:2][CH2:3][CH2:4][CH:5]=[CH:6][CH2:7][CH:8]=[CH:9][CH2:10][CH:11]=[CH:12][CH2:13][CH:14]=[CH:15][CH2:16][CH:17]=[CH:18][CH2:19][CH3:20])(=[O:21])[NH:22][CH:23]([CH2:24][c:25]1[cH:26][cH:27][c:28]([O:31][P:32](=[O:33])([OH:34])[OH:35])[cH:29][cH:30]1)[C:36](=[O:37])[OH:38]. Reactants: CC(C)(C)OC(=O)N1C(CN(CC1)C)C(N(C)OC)=O ((RS)-2-(methoxy-methyl-carbamoyl)-4-methyl-piperazine-1-carboxylic acid dimethyl-ethyl ester), ClC=1C=C(C2=C(C=CO2)C1)Cl (5,7-dichloro-benzofuran). Yields the product C(C)(C)(C)OC(=O)N1C(CN(CC1)C)C(=O)C=1OC2=C(C1)C=C(C=C2Cl)Cl ((RS)-2-[1-(5,7-Dichloro-benzofuran-2-yl)-methanoyl]-4-methyl-piperazine-1-carboxylic acid tert-butyl ester). Reaction SMILES: [CH3:1][C:2]([O:5][C:6]([N:8]1[CH2:13][CH2:12][N:11]([CH3:14])[CH2:10][CH:9]1[C:15](=[O:20])N(OC)C)=[O:7])([CH3:4])[CH3:3].[Cl:21][C:22]1[CH:23]=[C:24]([Cl:31])[C:25]2[O:29][CH:28]=[CH:27][C:26]=2[CH:30]=1>>[C:2]([O:5][C:6]([N:8]1[CH2:13][CH2:12][N:11]([CH3:14])[CH2:10][CH:9]1[C:15]([C:28]1[O:29][C:25]2[C:24]([Cl:31])=[CH:23][C:22]([Cl:21])=[CH:30][C:26]=2[CH:27]=1)=[O:20])=[O:7])([CH3:1])([CH3:3])[CH3:4]. Reported procedure: The title compound (0.94 g) was prepared from (RS)-2-(methoxy-methyl-carbamoyl)-4-methyl-piperazine-1-carboxylic acid dimethyl-ethyl ester, D54 (1.00 g) and 5,7-dichloro-benzofuran (0.65 g, FP1.537.206) using the method of Description 2. Starting materials: C(C)(C)(C)OC(=O)NC1=C(N=C(S1)C1=C(C=CC=C1F)F)C(=O)NC1=C(N(N=C1)C)N1CCC(C(CC1)(C)OC)NC(OC(C)(C)C)=O (tert-butyl N-(1-(4-((5-(tert-butoxycarbonylamino)-2-(2,6-difluorophenyl)thiazole-4-carbonyl)amino)-2-methyl-pyrazol-3-yl)-5-methoxy-5-methyl-azepan-4-yl]carbamate), Cl (HCl), O1CCOCC1 (dioxane). Run in CO (MeOH). Run at time 16 hour. The product is NC1=C(N=C(S1)C1=C(C=CC=C1F)F)C(=O)NC=1C=NN(C1N1CCC(C(CC1)N)(C)OC)C (5-amino-N-[5-(5-amino-4-methoxy-4-methyl-azepan-1-yl)-1-methyl-pyrazol-4-yl]-2-(2,6-difluorophenyl)thiazole-4-carboxamide). The yield is 76.6%. Reaction SMILES: C(OC([NH:8][C:9]1[S:13][C:12]([C:14]2[C:19]([F:20])=[CH:18][CH:17]=[CH:16][C:15]=2[F:21])=[N:11][C:10]=1[C:22]([NH:24][C:25]1[CH:29]=[N:28][N:27]([CH3:30])[C:26]=1[N:31]1[CH2:37][CH2:36][C:35]([O:39][CH3:40])([CH3:38])[CH:34]([NH:41]C(=O)OC(C)(C)C)[CH2:33][CH2:32]1)=[O:23])=O)(C)(C)C.Cl.O1CCOCC1>CO>[NH2:8][C:9]1[S:13][C:12]([C:14]2[C:19]([F:20])=[CH:18][CH:17]=[CH:16][C:15]=2[F:21])=[N:11][C:10]=1[C:22]([NH:24][C:25]1[CH:29]=[N:28][N:27]([CH3:30])[C:26]=1[N:31]1[CH2:32][CH2:33][CH:34]([NH2:41])[C:35]([O:39][CH3:40])([CH3:38])[CH2:36][CH2:37]1)=[O:23]. Procedure: To a solution of tert-butyl N-(1-(4-((5-(tert-butoxycarbonylamino)-2-(2,6-difluorophenyl)thiazole-4-carbonyl)amino)-2-methyl-pyrazol-3-yl)-5-methoxy-5-methyl-azepan-4-yl]carbamate (0.12 g, 0.17 mmol) in MeOH (10 mL) was added HCl in dioxane (4 M, 10 mL, 0.04 mol). The reaction mixture was stirred at room temperature for 16 hr and concentrated under reduced pressure. Purification via preparative HPLC gave 485 as a pale yellow solid (64 mg, 74%). 1H NMR (400 MHz, d6-DMSO) δ 9.63 (s, 1H), 7.69 (s, ... Starting materials: Br, C1COCCO1, [Cu]Br, O=N[O-], N#Cc1cccc(F)c1N, [Na+], O. Product: N#Cc1cccc(F)c1Br. As a reaction SMILES: [BrH:15].[CH2:16]1[O:17][CH2:18][CH2:19][O:20][CH2:21]1.[Cu:23][Br:24].[N:11]([O-:12])=[O:13].[NH2:1][c:2]1[c:3]([C:4]#[N:5])[cH:6][cH:7][cH:8][c:9]1[F:10].[Na+:14].[OH2:22]>>[c:2]1([Br:15])[c:3]([C:4]#[N:5])[cH:6][cH:7][cH:8][c:9]1[F:10].